This data is from the Open Reaction Database (ORD), a public repository of structured organic reaction records. The task is: describe an organic reaction: reactants, conditions, products, and yield Reactants: C(#CCC)C=1C=C2C=NN(C2=CC1)C1OCCCC1 (5-(but-1-yn-1-yl)-1-(tetrahydro-2H-pyran-2-yl)-1H-indazole), IC1=CC=CC=C1 (iodobenzene), C(=O)C1=CC=C(C=C1)B(O)O ((4-formylphenyl)boronic acid). Product: C1(=CC=CC=C1)/C(=C(/C=1C=C2C=NN(C2=CC1)C1OCCCC1)\C1=CC=C(C=O)C=C1)/CC ((E)-4-(2-Phenyl-1-(1-(tetrahydro-2H-pyran-2-yl)-1H-indazol-5-yl)but-1-en-1-yl)benzaldehyde). As a reaction SMILES: [C:1]([C:5]1[CH:6]=[C:7]2[C:11](=[CH:12][CH:13]=1)[N:10]([CH:14]1[CH2:19][CH2:18][CH2:17][CH2:16][O:15]1)[N:9]=[CH:8]2)#[C:2][CH2:3][CH3:4].I[C:21]1[CH:26]=[CH:25][CH:24]=[CH:23][CH:22]=1.[CH:27]([C:29]1[CH:34]=[CH:33][C:32](B(O)O)=[CH:31][CH:30]=1)=[O:28]>>[C:21]1(/[C:2](/[CH2:3][CH3:4])=[C:1](\[C:32]2[CH:33]=[CH:34][C:29]([CH:27]=[O:28])=[CH:30][CH:31]=2)/[C:5]2[CH:6]=[C:7]3[C:11](=[CH:12][CH:13]=2)[N:10]([CH:14]2[CH2:19][CH2:18][CH2:17][CH2:16][O:15]2)[N:9]=[CH:8]3)[CH:26]=[CH:25][CH:24]=[CH:23][CH:22]=1. Procedure: The title compound was prepared from Intermediate 3, iodobenzene, and (4-formylphenyl)boronic acid following General Procedure C. LCMS: 353 [(M-THP+H)+H]+. The reactants are NC1=CC=CC=C1 (aniline), N1=CC=CC=C1 (pyridine), C(CCCCCCCCCCCCC)OC1=CC=C(C(=O)Cl)C=C1 (4-(Tetradecyloxy)benzoyl chloride). The solvent is C(Cl)(Cl)Cl (chloroform), O (water), C(Cl)Cl (methylene chloride). Run at time 2 hour. Yields the product C1(=CC=CC=C1)NC(C1=CC=C(C=C1)OCCCCCCCCCCCCCC)=O (N-Phenyl-4-(tetradecyloxy)benzamide). Yield: 99.5%. As a reaction SMILES: [NH2:1][C:2]1[CH:7]=[CH:6][CH:5]=[CH:4][CH:3]=1.N1C=CC=CC=1.[CH2:14]([O:28][C:29]1[CH:37]=[CH:36][C:32]([C:33](Cl)=[O:34])=[CH:31][CH:30]=1)[CH2:15][CH2:16][CH2:17][CH2:18][CH2:19][CH2:20][CH2:21][CH2:22][CH2:23][CH2:24][CH2:25][CH2:26][CH3:27]>C(Cl)Cl.C(Cl)(Cl)Cl.O>[C:2]1([NH:1][C:33](=[O:34])[C:32]2[CH:31]=[CH:30][C:29]([O:28][CH2:14][CH2:15][CH2:16][CH2:17][CH2:18][CH2:19][CH2:20][CH2:21][CH2:22][CH2:23][CH2:24][CH2:25][CH2:26][CH3:27])=[CH:37][CH:36]=2)[CH:7]=[CH:6][CH:5]=[CH:4][CH:3]=1. Procedure: To a mixture of 7.02 g of aniline and 4.48 g of pyridine in 200 ml of methylene chloride is added 20 g of product from Example 3. The reaction is stirred at room temperature for 2 hours; diluted with chloroform and water and heated to dissolve the solids. The layers are separated and the organic layer is washed with hot dilute hydrochloric acid. The organic layer is dried, concentrated in vacuo and the residue is recrystallized from chloroform/hexane to give 23.1 g of the desired product. Starting materials: CC(C)C[Al+]CC(C)C, CCOC(=O)C(F)=C(C)c1cc2c(c(Cl)c1OC)OC(C)(C)C=C2C(C)C, CCOC(=O)C(F)=C(C)c1cc2c(c(Cl)c1OC)OC(C)(C)C=C2C(C)C, [H-]. As a reaction SMILES: [CH2:56]([Al+:57][CH2:58][CH:59]([CH3:60])[CH3:61])[CH:62]([CH3:63])[CH3:64].[Cl:1][c:2]1[c:3]([O:26][CH3:27])[c:4]([C:17](=[C:18]([C:19](=[O:20])[O:21][CH2:22][CH3:23])[F:24])[CH3:25])[cH:5][c:6]2[c:11]1[O:10][C:9]([CH3:12])([CH3:13])[CH:8]=[C:7]2[CH:14]([CH3:15])[CH3:16].[Cl:28][c:29]1[c:30]([O:31][CH3:32])[c:33]([C:34]([CH3:35])=[C:36]([F:37])[C:38]([O:39][CH2:40][CH3:41])=[O:42])[cH:43][c:44]2[c:45]1[O:46][C:47]([CH3:48])([CH3:49])[CH:50]=[C:51]2[CH:52]([CH3:53])[CH3:54].[H-:55]>>[Cl:1][c:2]1[c:3]([O:26][CH3:27])[c:4]([C:17](=[C:18]([CH2:19][OH:20])[F:24])[CH3:25])[cH:5][c:6]2[c:11]1[O:10][C:9]([CH3:12])([CH3:13])[CH:8]=[C:7]2[CH:14]([CH3:15])[CH3:16]. Product: COc1c(C(C)=C(F)CO)cc2c(c1Cl)OC(C)(C)C=C2C(C)C. Reactants: Cc1ccccc1, CCOC(C)=O, CC1CN(C(=O)C2CCCCC2)CCN1c1nnc(Cl)c2ccccc12, [Na+], [Na+], O=C([O-])[O-], OCc1ccc(B(O)O)cc1, c1ccc(P(c2ccccc2)(c2ccccc2)[Pd](P(c2ccccc2)(c2ccccc2)c2ccccc2)(P(c2ccccc2)(c2ccccc2)c2ccccc2)P(c2ccccc2)(c2ccccc2)c2ccccc2)cc1. Yields the product CC1CN(C(=O)C2CCCCC2)CCN1c1nnc(-c2ccc(CO)cc2)c2ccccc12. Reaction SMILES: [CH3:44][c:45]1[cH:46][cH:47][cH:48][cH:49][cH:50]1.[CH3:51][CH2:52][O:53][C:54](=[O:55])[CH3:56].[Cl:1][c:2]1[n:3][n:4][c:5]([N:12]2[CH:13]([CH3:26])[CH2:14][N:15]([C:18](=[O:19])[CH:20]3[CH2:21][CH2:22][CH2:23][CH2:24][CH2:25]3)[CH2:16][CH2:17]2)[c:6]2[cH:7][cH:8][cH:9][cH:10][c:11]12.[Na+:38].[Na+:39].[O-:40][C:41](=[O:42])[O-:43].[OH:27][CH2:28][c:29]1[cH:30][cH:31][c:32]([B:35]([OH:36])[OH:37])[cH:33][cH:34]1.[cH:57]1[cH:58][cH:59][c:60]([P:61]([Pd:62]([P:63]([c:64]2[cH:65][cH:66][cH:67][cH:68][cH:69]2)([c:70]2[cH:71][cH:72][cH:73][cH:74][cH:75]2)[c:76]2[cH:77][cH:78][cH:79][cH:80][cH:81]2)([P:82]([c:83]2[cH:84][cH:85][cH:86][cH:87][cH:88]2)([c:89]2[cH:90][cH:91][cH:92][cH:93][cH:94]2)[c:95]2[cH:96][cH:97][cH:98][cH:99][cH:100]2)[P:101]([c:102]2[cH:103][cH:104][cH:105][cH:106][cH:107]2)([c:108]2[cH:109][cH:110][cH:111][cH:112][cH:113]2)[c:114]2[cH:115][cH:116][cH:117][cH:118][cH:119]2)([c:120]2[cH:121][cH:122][cH:123][cH:124][cH:125]2)[c:126]2[cH:127][cH:128][cH:129][cH:130][cH:131]2)[cH:132][cH:133]1>>[c:2]1(-[c:32]2[cH:31][cH:30][c:29]([CH2:28][OH:27])[cH:34][cH:33]2)[n:3][n:4][c:5]([N:12]2[CH:13]([CH3:26])[CH2:14][N:15]([C:18](=[O:19])[CH:20]3[CH2:21][CH2:22][CH2:23][CH2:24][CH2:25]3)[CH2:16][CH2:17]2)[c:6]2[cH:7][cH:8][cH:9][cH:10][c:11]12. Reactants: CNS(=O)(=O)\C=C\C=1C=C2C(=CNC2=CC1)C1N(CC=CC1)C ((E)-N-methyl-2-[3-(1,2,3,6-tetrahydro-1-methylpyridinyl)-1H-indol-5-yl]-ethenesulphonamide), Cl (hydrochloric acid). Reagents/catalysts: [Pd]=O (palladium oxide). Solvent: CN(C)C=O (DMF), O (water). Conditions: time 20.5 hour. Product: Cl.CNS(=O)(=O)CCC=1C=C2C(=CNC2=CC1)C1CCN(CC1)C (N-Methyl-3-(1-methyl-4-piperidinyl)-1H-indole-5-ethanesulphonamide, hydrochloride). As a reaction SMILES: [CH3:1][NH:2][S:3](/[CH:6]=[CH:7]/[C:8]1[CH:9]=[C:10]2[C:14](=[CH:15][CH:16]=1)[NH:13][CH:12]=[C:11]2[CH:17]1[CH2:22][CH:21]=CCN1C)(=[O:5])=[O:4].[ClH:24]>CN(C=O)C.O.[Pd]=O>[ClH:24].[CH3:1][NH:2][S:3]([CH2:6][CH2:7][C:8]1[CH:9]=[C:10]2[C:14](=[CH:15][CH:16]=1)[NH:13][CH:12]=[C:11]2[CH:17]1[CH2:22][CH2:21][N:13]([CH3:14])[CH2:12][CH2:11]1)(=[O:4])=[O:5] |f:5.6|. Procedure details: A mixture of (E)-N-methyl-2-[3-(1,2,3,6-tetrahydro-1-methylpyridinyl)-1H-indol-5-yl]-ethenesulphonamide (10 kg) and 10% palladium oxide on charcoal (10 kg, 50% wet paste, added as two charges) in DMF (50L), water (35L) and 2N hydrochloric acid (15.75L) was hydrogenated at atmospheric pressure over 20.5 h. The catalyst was removed by filtration. The filter cake was washed with water (40L). The filtrate was concentrated in vacuo to approximately 30L and cooled to 18°. Ethyl acetate (70L) was added... Reactants: 4-phenylbutylaldehyde, [Br-].C(C)OC(=O)CCC[P+](C1=CC=CC=C1)(C1=CC=CC=C1)C1=CC=CC=C1 (ethoxycarbonylpropyltriphenylphosphonium bromide), CCCCCC (n-hexane), O (water). Solvent: CN(C=O)C (dimethylformamide), CN(C=O)C (dimethylformamide). Yields the product C1(=CC=CC=C1)CCCC=CCCC(=O)OCC (Ethyl 8-phenyl-4-octenoate). RXN SMILES: [Br-].[CH2:2]([O:4][C:5]([CH2:7][CH2:8][CH2:9][P+](C1C=CC=CC=1)(C1C=CC=CC=1)C1C=CC=CC=1)=[O:6])[CH3:3].[CH3:29][CH2:30][CH2:31][CH2:32][CH2:33][CH3:34].O>CN(C)C=O>[C:31]1([CH2:5][CH2:7][CH2:8][CH:9]=[CH:9][CH2:8][CH2:7][C:5]([O:4][CH2:2][CH3:3])=[O:6])[CH:30]=[CH:29][CH:34]=[CH:33][CH:32]=1 |f:0.1|. Procedure: First, 207 mg of metalic sodium was dissolved in 4 ml of absolute ethanol, and the ethanol was evaporated off to obtain sodium ethoxide powder, to which was then added at once a solution of 4.75 g ethoxycarbonylpropyltriphenylphosphonium bromide in 15 ml of absolute dimethylformamide with stirring. The mixture was stirred for 1.5 hours, and after adding dropwise a solution of 1.04 g 4-phenylbutylaldehyde in 5 ml of absolute dimethylformamide at 5° C. over 5 minutes, stirred overnight at a room t... Reactants: COC1=CC=C(C=C1)C=1NC(OC1)=O (4-(4-Methoxyphenyl)-2-oxo-4-oxazoline), C(C=C)(=O)OC (methyl acrylate), B(F)(F)F.CCOCC (boron trifluoride etherate). Solvent: C1(=CC=CC=C1)C (toluene). Run at temperature 90 celsius, time 2 hour. The product is COC1=CC=C(C=C1)C=1NC(OC1C(C(=O)OC)C)=O (Methyl 2-(4-(4-methoxyphenyl)-2-oxo-4-oxazolin-5-yl)propionate). Isolated yield 20.7%. Reaction SMILES: [CH3:1][O:2][C:3]1[CH:8]=[CH:7][C:6]([C:9]2[NH:10][C:11](=[O:14])[O:12][CH:13]=2)=[CH:5][CH:4]=1.[C:15]([O:19][CH3:20])(=[O:18])[CH:16]=[CH2:17].B(F)(F)F.CCOCC>C1(C)C=CC=CC=1>[CH3:1][O:2][C:3]1[CH:4]=[CH:5][C:6]([C:9]2[NH:10][C:11](=[O:14])[O:12][C:13]=2[CH:16]([CH3:17])[C:15]([O:19][CH3:20])=[O:18])=[CH:7][CH:8]=1 |f:2.3|. Reported procedure: 4-(4-Methoxyphenyl)-2-oxo-4-oxazoline (1.00 g), methyl acrylate (0.94 mL) was dissolved in toluene (20 mL) and boron trifluoride etherate (1.31 mL) was added. The obtained mixture was heated to 90° C., and after stirring for 2 h, the solvent was concentrated under reduced pressure to give an oily substance. The obtained oily substance was subjected to silica gel column chromatography and eluted with n-hexane-ethyl acetate (1:1). The solvent was evaporated and the obtained oil was crystallized fr...